Dataset: the Open Reaction Database (ORD), a public repository of structured organic reaction records. Task: describe an organic reaction: reactants, conditions, products, and yield The reactants are O=C([O-])[O-], CCOC(=O)CBr, CC#N, COc1cc(F)c(F)cc1-c1ccc(OCc2cccc(N)c2)cc1, [K+], [K+]. Product: CCOC(=O)CNc1cccc(COc2ccc(-c3cc(F)c(F)cc3OC)cc2)c1. RXN SMILES: [C:33](=[O:34])([O-:35])[O-:36].[CH2:26]([CH3:27])[O:28][C:29]([CH2:30][Br:31])=[O:32].[CH3:39][C:40]#[N:41].[F:1][c:2]1[cH:3][c:4]([O:24][CH3:25])[c:5](-[c:9]2[cH:10][cH:11][c:12]([O:15][CH2:16][c:17]3[cH:18][c:19]([NH2:23])[cH:20][cH:21][cH:22]3)[cH:13][cH:14]2)[cH:6][c:7]1[F:8].[K+:37].[K+:38]>>[F:1][c:2]1[cH:3][c:4]([O:24][CH3:25])[c:5](-[c:9]2[cH:10][cH:11][c:12]([O:15][CH2:16][c:17]3[cH:18][c:19]([NH:23][CH2:30][C:29]([O:28][CH2:26][CH3:27])=[O:32])[cH:20][cH:21][cH:22]3)[cH:13][cH:14]2)[cH:6][c:7]1[F:8].